From a dataset of the Open Reaction Database (ORD), a public repository of structured organic reaction records. describe an organic reaction: reactants, conditions, products, and yield Starting materials: C(C1=CC=CC=C1)OC(=O)N1CCC(CC1)C1=CNC2=C(C(=C(C(=C12)F)F)F)F (N-benzyloxycarbonyl-4-(4,5,6,7-tetrafluoroindol-3-yl)piperidine). Reagents/catalysts: [Pd] (Pd-C). The solvent is C(C)O.O1CCCC1 (ethanol tetrahydrofuran). Reaction conditions: time 3 hour. Product: FC1=C2C(=CNC2=C(C(=C1F)F)F)C1CCNCC1 (4-(4,5,6,7-tetrafluoroindol-3-yl)piperidine). Yield: 90.0%. Reaction SMILES: C(OC([N:11]1[CH2:16][CH2:15][CH:14]([C:17]2[C:25]3[C:20](=[C:21]([F:29])[C:22]([F:28])=[C:23]([F:27])[C:24]=3[F:26])[NH:19][CH:18]=2)[CH2:13][CH2:12]1)=O)C1C=CC=CC=1>[Pd].C(O)C.O1CCCC1>[F:26][C:24]1[C:23]([F:27])=[C:22]([F:28])[C:21]([F:29])=[C:20]2[C:25]=1[C:17]([CH:14]1[CH2:15][CH2:16][NH:11][CH2:12][CH2:13]1)=[CH:18][NH:19]2 |f:2.3|. Procedure details: To a solution of N-benzyloxycarbonyl-4-(4,5,6,7-tetrafluoroindol-3-yl)piperidine (20.0 g, 49.21 mmol) [prepared as described in Step 1 above] in argon deoxygenated 80% ethanol/tetrahydrofuran (800 ml) was added 10% Pd-C (5 g), and the resulting mixture was stirred under a hydrogen atmosphere (1 atm) for 3 h. The mixture was degassed under argon, filtered through Celite, and concentrated in vacuo. The solid residue was recrystallized from methylene chloride/hexane to afford 4-(4,5,6,7-tetrafluoro... Starting materials: CC1=CC=C(C=C1)C1=C(C=NO1)C(=O)O (5-(4-methylphenyl)isoxazole-4-carboxylic acid), Cl.FC(C1CCNCC1)(F)F (4-(trifluoromethyl)piperidine hydrochloride). Product: CC1=CC=C(C=C1)C1=C(C=NO1)C(=O)N1CCC(CC1)C(F)(F)F (1-{[5-(4-Methylphenyl)isoxazol-4-yl]carbonyl}-4-(trifluoromethyl)piperidine), solid. As a reaction SMILES: [CH3:1][C:2]1[CH:7]=[CH:6][C:5]([C:8]2[O:12][N:11]=[CH:10][C:9]=2[C:13]([OH:15])=O)=[CH:4][CH:3]=1.Cl.[F:17][C:18]([F:26])([F:25])[CH:19]1[CH2:24][CH2:23][NH:22][CH2:21][CH2:20]1>>[CH3:1][C:2]1[CH:3]=[CH:4][C:5]([C:8]2[O:12][N:11]=[CH:10][C:9]=2[C:13]([N:22]2[CH2:23][CH2:24][CH:19]([C:18]([F:26])([F:25])[F:17])[CH2:20][CH2:21]2)=[O:15])=[CH:6][CH:7]=1 |f:1.2|. Procedure: The title compound was prepared from 5-(4-methylphenyl)isoxazole-4-carboxylic acid (10.2 mg, 0.050 mmol) and 4-(trifluoromethyl)piperidine hydrochloride (9.2 mg, 0.060 mmol) as described in synthetic method B and thereafter purified by preparative HPLC method B to give a solid (8.5 mg). Calcd for C17H17F3N2O2: 338.1242, found 338.1238.